This data is from the Open Reaction Database (ORD), a public repository of structured organic reaction records. The task is: describe an organic reaction: reactants, conditions, products, and yield Starting materials: [BH4-], CCOC(=O)C1CC(=O)CC1C(=O)O, [Cl-], Cl, [Na+], [Na+], C1CCOC1. Product: CCOC(=O)C1CC(O)CC1C(=O)O. Reaction SMILES: [BH4-:15].[CH2:1]([CH3:2])[O:3][C:4](=[O:5])[CH:6]1[CH:7]([C:12](=[O:13])[OH:14])[CH2:8][C:9](=[O:11])[CH2:10]1.[Cl-:19].[ClH:17].[Na+:16].[Na+:18].[O:20]1[CH2:21][CH2:22][CH2:23][CH2:24]1>>[CH2:1]([CH3:2])[O:3][C:4](=[O:5])[CH:6]1[CH:7]([C:12](=[O:13])[OH:14])[CH2:8][CH:9]([OH:11])[CH2:10]1. Starting materials: COC1=CC=C(C=C1)C(CO)(C)C (2-(4-methoxyphenyl)-2-methylpropan-1-ol), COC1=CC=C(C=C1)C(CO)(C)C (2-(4-methoxyphenyl)-2-methylpropan-1-ol), II (I2). The reagents and catalysts are [O-]S(=O)(=O)[O-].[Ag+].[Ag+] (Ag2SO4). Run in CCO (EtOH). Run at time 2 hour. Yields the product IC=1C=C(C=CC1OC)C(CO)(C)C (2-(3-iodo-4-methoxyphenyl)-2-methylpropan-1-ol). RXN SMILES: [CH3:1][O:2][C:3]1[CH:8]=[CH:7][C:6]([C:9]([CH3:13])([CH3:12])[CH2:10][OH:11])=[CH:5][CH:4]=1.[I:14]I>CCO.[O-]S([O-])(=O)=O.[Ag+].[Ag+]>[I:14][C:4]1[CH:5]=[C:6]([C:9]([CH3:13])([CH3:12])[CH2:10][OH:11])[CH:7]=[CH:8][C:3]=1[O:2][CH3:1] |f:3.4.5|. Reported procedure: To a solution of 2-(4-methoxyphenyl)-2-methylpropan-1-ol (661.7 mg, 3.68 mmol) (2-(4-methoxyphenyl)-2-methylpropan-1-ol has been described in the literature. See Helv. Chim. Acta. 1971, 54, p. 868-897.) in EtOH (40 mL) was added Ag2SO4 (1.15 g, 3.68 mmol) followed by I2 (934 mg, 3.68 mmol). The reaction was stirred at room temperature for 2 hours, and then the solids were filtered off through a pad of Celite. The filtrate was concentrated to ˜10 mL and then diluted with EtOAc (50 mL). The organi... The reactants are CC1(COc2ccc(C=C3SC(=O)NC3=O)cc2[N+](=O)[O-])CCCCC1, [K+], [K+], O=C([O-])[O-], CN(C)C=O, O. Yields the product CC1(CO)CCCCC1. As a reaction SMILES: [CH3:1][C:2]1([CH2:8][O:9][c:10]2[cH:11][cH:12][c:13]([CH:14]=[C:15]3[S:16][C:17](=[O:18])[NH:19][C:20]3=[O:21])[cH:22][c:23]2[N+:24]([O-:25])=[O:26])[CH2:3][CH2:4][CH2:5][CH2:6][CH2:7]1.[K+:27].[K+:28].[O-:29][C:30]([O-:31])=[O:32].[O:34]=[CH:35][N:36]([CH3:37])[CH3:38].[OH2:33]>>[CH3:1][C:2]1([CH2:8][OH:9])[CH2:3][CH2:4][CH2:5][CH2:6][CH2:7]1. Starting materials: ClC=1C(C(=C(C(C1Cl)=O)C#N)C#N)=O (2,3-dichloro-5,6-dicyano-p-benzoquinone), FC(S(=O)(=O)OC1=C(C2=CC=CC=C2C=C1)C1N[C@H](CC2=CC=CC=C12)C1=CC=CC=C1)(F)F (1-((3R)-1,2,3,4-Tetrahydro-3-phenylisoquinolin-1-yl)-naphthalen-2-yl trifluoromethanesulfonate). Solvent: C(Cl)Cl (CH2Cl2). Reaction conditions: time 20 minute. The product is FC(S(=O)(=O)OC1=C(C2=CC=CC=C2C=C1)C1=N[C@H](CC2=CC=CC=C12)C1=CC=CC=C1)(F)F (1-((R)-3,4-Dihydro-3-phenylisoquinolin-1-yl)-naphthalen-2-yl trifluoromethanesulfonate). Yield: 81.4%. RXN SMILES: ClC1C(=O)C(C#N)=C(C#N)C(=O)C=1Cl.[F:15][C:16]([F:48])([F:47])[S:17]([O:20][C:21]1[CH:30]=[CH:29][C:28]2[C:23](=[CH:24][CH:25]=[CH:26][CH:27]=2)[C:22]=1[CH:31]1[C:40]2[C:35](=[CH:36][CH:37]=[CH:38][CH:39]=2)[CH2:34][C@H:33]([C:41]2[CH:46]=[CH:45][CH:44]=[CH:43][CH:42]=2)[NH:32]1)(=[O:19])=[O:18]>C(Cl)Cl>[F:48][C:16]([F:15])([F:47])[S:17]([O:20][C:21]1[CH:30]=[CH:29][C:28]2[C:23](=[CH:24][CH:25]=[CH:26][CH:27]=2)[C:22]=1[C:31]1[C:40]2[C:35](=[CH:36][CH:37]=[CH:38][CH:39]=2)[CH2:34][C@H:33]([C:41]2[CH:42]=[CH:43][CH:44]=[CH:45][CH:46]=2)[N:32]=1)(=[O:19])=[O:18]. Procedure details: Powdered 2,3-dichloro-5,6-dicyano-p-benzoquinone (DDQ) (908 mg, 4.0 mmol) was added to a solution of 5 (2.033 g, 4.21 mmol) in CH2Cl2 (20 mL) at rt. After 20 minutes, the mixture was filtered through a short pad of silica gel using CH2Cl2 as the eluant. The solvent was evaporated and the residue was purified by column chromatography on silica gel (9:1 hexanes/EtOAc) to yield the title product 6 (1.65 g, 86% yield) as a solid. 1H NMR (CDCl3, 400 MHz, ppm): δ 8.03-7.93 (m, 2H), 7.54-7.12 (m, 12H),...